Dataset: the Open Reaction Database (ORD), a public repository of structured organic reaction records. Task: describe an organic reaction: reactants, conditions, products, and yield Reactants: CN(N=CC1=CC=CC=C1)C(=NC(CS(=O)(=O)C)=O)SC (Methyl 1-methyl-N-[(methylsulphonyl)acetyl]-2-(phenylmethylene)hydrazinecarboximidothioate), CN(C)CC=1C=C(OCCCN)C=CC1 (3-[3-[(dimethylamino)methyl]phenoxy]propanamine). Run in Cl (hydrochloric acid), C1(=CC=CC=C1)C (toluene). The product is CN(C)CC=1C=C(OCCCNC2=NC(=NN2C)CS(=O)(=O)C)C=CC1 (N-[3-[3-[(Dimethylamino)methyl]phenoxy]propyl]-1-methyl-3-[(methylsulphonyl)methyl]-1H-1,2,4-triazol-5-amine). Yield: 80.9%. RXN SMILES: [CH3:1][N:2]([C:11](SC)=[N:12][C:13](=O)[CH2:14][S:15]([CH3:18])(=[O:17])=[O:16])[N:3]=CC1C=CC=CC=1.[CH3:22][N:23]([CH2:25][C:26]1[CH:27]=[C:28]([CH:34]=[CH:35][CH:36]=1)[O:29][CH2:30][CH2:31][CH2:32][NH2:33])[CH3:24]>C1(C)C=CC=CC=1.Cl>[CH3:22][N:23]([CH2:25][C:26]1[CH:27]=[C:28]([CH:34]=[CH:35][CH:36]=1)[O:29][CH2:30][CH2:31][CH2:32][NH:33][C:11]1[N:2]([CH3:1])[N:3]=[C:13]([CH2:14][S:15]([CH3:18])(=[O:17])=[O:16])[N:12]=1)[CH3:24]. Procedure details: Methyl 1-methyl-N-[(methylsulphonyl)acetyl]-2-(phenylmethylene)hydrazinecarboximidothioate (1.3 g) and 3-[3-[(dimethylamino)methyl]phenoxy]propanamine (0.81 g) were heated at 70° under water vacuum for 1 h. After cooling, the reaction mixture was dissolved in toluene (10 ml) and 5N hydrochloric acid (6 ml), and stirred at 20° during 18 h. The acidic layer was washed with toluene and basified (pH 10) with potassium carbonate. The mixture was then extracted with ethyl acetate to give the title com... Starting materials: CN(CCN(C1=CC2=C(N(C(=N2)CC2=CC=C(C#N)C=C2)C)C=C1)S(=O)(=O)C=1C=CC=C2C=CC=NC12)C (4-[(5-(N-(2-dimethylamino-ethyl)-quinolin-8-yl-sulphonylamino)-1-methyl-1H-benzimidazol-2-yl)-methyl]-benzonitrile), Cl.C([O-])([O-])=O.[NH4+].[NH4+] (hydrochloric acid ammonium carbonate). The solvent is C(C)O (ethanol). Yields the product Cl.Cl.CN(CCN(C1=CC2=C(N(C(=N2)CC2=CC=C(C(=N)N)C=C2)C)C=C1)S(=O)(=O)C=1C=CC=C2C=CC=NC12)C (4-[(5-(N-(2-dimethylamino-ethyl)-quinolin-8-yl-sulphonylamino)-1-methyl-1H-benzimidazol-2-yl)-methyl]-benzamidine-dihydrochloride). RXN SMILES: [CH3:1][N:2]([CH3:38])[CH2:3][CH2:4][N:5]([S:25]([C:28]1[CH:29]=[CH:30][CH:31]=[C:32]2[C:37]=1[N:36]=[CH:35][CH:34]=[CH:33]2)(=[O:27])=[O:26])[C:6]1[CH:24]=[CH:23][C:9]2[N:10]([CH3:22])[C:11]([CH2:13][C:14]3[CH:21]=[CH:20][C:17]([C:18]#[N:19])=[CH:16][CH:15]=3)=[N:12][C:8]=2[CH:7]=1.[ClH:39].C(=O)([O-])[O-].[NH4+:44].[NH4+]>C(O)C>[ClH:39].[ClH:39].[CH3:38][N:2]([CH3:1])[CH2:3][CH2:4][N:5]([S:25]([C:28]1[CH:29]=[CH:30][CH:31]=[C:32]2[C:37]=1[N:36]=[CH:35][CH:34]=[CH:33]2)(=[O:26])=[O:27])[C:6]1[CH:24]=[CH:23][C:9]2[N:10]([CH3:22])[C:11]([CH2:13][C:14]3[CH:15]=[CH:16][C:17]([C:18]([NH2:44])=[NH:19])=[CH:20][CH:21]=3)=[N:12][C:8]=2[CH:7]=1 |f:1.2.3.4,6.7.8|. Procedure details: Prepared analogously to Example 1e from 4-[(5-(N-(2-dimethylamino-ethyl)-quinolin-8-yl-sulphonylamino)-1-methyl-1H-benzimidazol-2-yl)-methyl]-benzonitrile and hydrochloric acid/ammonium carbonate in ethanol. Starting materials: [H][H] (hydrogen), peptide, N([C@@H](C(C)C)C(=O)ON1C(=O)CCC1=O)C(=O)OCC1=CC=CC=C1 (Z-Val-OSu), N[C@@H](CCC(N)=O)C(=O)N1[C@H](C(=O)NCC(=O)O)CCC1 (H-Gln-Pro-Gly-OH), CCN(C(C)C)C(C)C (DIPEA), N([C@@H](C(C)C)C(=O)ON1C(=O)CCC1=O)C(=O)OCC1=CC=CC=C1 (Z-Val-OSu), N[C@@H](CCC(N)=O)C(=O)N1[C@H](C(=O)NCC(=O)O)CCC1 (H-Gln-Pro-Gly-OH). The reagents and catalysts are [Pd] (Pd/C). Solvent: CC#N (MeCN), O (H2O). Conditions: temperature 25 celsius. Product: N[C@@H](C(C)C)C(=O)N[C@@H](CCC(N)=O)C(=O)N1[C@H](C(=O)NCC(=O)O)CCC1 (H-Val-Gln-Pro-Gly-OH). Reaction SMILES: [NH2:1][C@H:2]([C:8]([N:10]1[CH2:21][CH2:20][CH2:19][C@H:11]1[C:12]([NH:14][CH2:15][C:16]([OH:18])=[O:17])=[O:13])=[O:9])[CH2:3][CH2:4][C:5](=[O:7])[NH2:6].CCN(C(C)C)C(C)C.[NH:31](C(OCC1C=CC=CC=1)=O)[C@H:32]([C:36](ON1C(=O)CCC1=O)=[O:37])[CH:33]([CH3:35])[CH3:34].[H][H]>CC#N.[Pd].O>[NH2:31][C@H:32]([C:36]([NH:1][C@H:2]([C:8]([N:10]1[CH2:21][CH2:20][CH2:19][C@H:11]1[C:12]([NH:14][CH2:15][C:16]([OH:18])=[O:17])=[O:13])=[O:9])[CH2:3][CH2:4][C:5](=[O:7])[NH2:6])=[O:37])[CH:33]([CH3:35])[CH3:34]. Reported procedure: H-Gln-Pro-Gly-OH (1 eq.) was added to H2O containing DIPEA (2.00 eq.). The slurry was stirred at 25° C. until a clear solution was observed and was then cooled to 0° C. Z-Val-OSu (1.1 eq.) was dissolved in MeCN at 25° C. until a clear solution was obtained and was then cooled to 0° C. The Z-Val-OSu solution was added to the solution of H-Gln-Pro-Gly-OH in such way that the temperature did not rise above 5° C. Then the mixture was stirred for at least 2 h. The peptide solution was concentrated an...